This data is from the Open Reaction Database (ORD), a public repository of structured organic reaction records. The task is: describe an organic reaction: reactants, conditions, products, and yield Starting materials: CCOCC, ClCCl, OCC1CCC(c2ccc(F)cc2)CC1, O=[Cr](=O)([O-])Cl, c1cc[nH+]cc1. The product is O=CC1CCC(c2ccc(F)cc2)CC1. Reaction SMILES: [CH3:30][CH2:31][O:32][CH2:33][CH3:34].[Cl:27][CH2:28][Cl:29].[F:12][c:13]1[cH:14][cH:15][c:16]([CH:19]2[CH2:20][CH2:21][CH:22]([CH2:25][OH:26])[CH2:23][CH2:24]2)[cH:17][cH:18]1.[O:1]=[Cr:2]([Cl:3])([O-:4])=[O:5].[nH+:6]1[cH:7][cH:8][cH:9][cH:10][cH:11]1>>[F:12][c:13]1[cH:14][cH:15][c:16]([CH:19]2[CH2:20][CH2:21][CH:22]([CH:25]=[O:26])[CH2:23][CH2:24]2)[cH:17][cH:18]1.